describe an organic reaction: reactants, conditions, products, and yield From a dataset of the Open Reaction Database (ORD), a public repository of structured organic reaction records. Starting materials: COC(=O)C1=C(C=NC=C1)Cl (3-chloro-pyridine-4-carboxylic acid methyl ester), C([O-])([O-])=O.[Cs+].[Cs+] (cesium carbonate), FC(CCS)(C1=CC=C(C=C1)F)F (3,3-difluoro-3-(4-fluorophenyl)-propane-1-thiol). The solvent is CN(C)C=O (DMF), O (water). Conditions: temperature 90 celsius, time 1 hour. Yields the product COC(=O)C1=C(C=NC=C1)SCCC(C1=CC=C(C=C1)F)(F)F (3-[[3,3-difluoro-3-(4-fluorophenyl)-propyl]sulfanyl]-pyridine-4-carboxylic acid methyl ester). The yield is 34.0%. RXN SMILES: [CH3:1][O:2][C:3]([C:5]1[CH:10]=[CH:9][N:8]=[CH:7][C:6]=1Cl)=[O:4].C(=O)([O-])[O-].[Cs+].[Cs+].[F:18][C:19]([F:30])([C:23]1[CH:28]=[CH:27][C:26]([F:29])=[CH:25][CH:24]=1)[CH2:20][CH2:21][SH:22]>CN(C=O)C.O>[CH3:1][O:2][C:3]([C:5]1[CH:10]=[CH:9][N:8]=[CH:7][C:6]=1[S:22][CH2:21][CH2:20][C:19]([F:30])([F:18])[C:23]1[CH:28]=[CH:27][C:26]([F:29])=[CH:25][CH:24]=1)=[O:4] |f:1.2.3|. Procedure details: To a solution of 3-chloro-pyridine-4-carboxylic acid methyl ester (0.28 g, 1.65 mmol) in DMF (10 ml) are added cesium carbonate (2.68 g, 8.25 mmol) and 3,3-difluoro-3-(4-fluorophenyl)-propane-1-thiol (synthesized according to the methods described in sections a) and b) of example 3) (0.34 g, 1.65 mmol) in a sealed tube. The reaction mixture is stirred at 90° C. for 1 h. After completion of the reaction, the mixture is diluted with water (15 ml) and extracted with EtOAc (3×20 ml). The organic lay... Reactants: NC1=CC=C(CC(C(=O)OCC)(C(=O)OCC)C)C=C1 (diethyl 2-(4-aminobenzyl)-2-methylmalonate), ClCCNCCCl (Bis-(2-chloroethyl) amine), Cl (HCl). The solvent is C=1(C(=CC=CC1)C)C (xylene). Yields the product N1(CCNCC1)C1=CC=C(CC(C(=O)OCC)(C(=O)OCC)C)C=C1 (diethyl 2-(4-(piperazin-1-yl)benzyl)-2-methylmalonate). The yield is 76.3%. Reaction SMILES: [NH2:1][C:2]1[CH:20]=[CH:19][C:5]([CH2:6][C:7]([CH3:18])([C:13]([O:15][CH2:16][CH3:17])=[O:14])[C:8]([O:10][CH2:11][CH3:12])=[O:9])=[CH:4][CH:3]=1.Cl[CH2:22][CH2:23][NH:24][CH2:25][CH2:26]Cl.Cl>C1(C)C(C)=CC=CC=1>[N:1]1([C:2]2[CH:3]=[CH:4][C:5]([CH2:6][C:7]([CH3:18])([C:13]([O:15][CH2:16][CH3:17])=[O:14])[C:8]([O:10][CH2:11][CH3:12])=[O:9])=[CH:19][CH:20]=2)[CH2:26][CH2:25][NH:24][CH2:23][CH2:22]1. Procedure: A solution of diethyl 2-(4-aminobenzyl)-2-methylmalonate (2.00 g, 7.17 mmol) and Bis-(2-chloroethyl) amine.HCl (1.90 g, 10.8 mmol) in xylene (10 ml) were heated at reflux for 48 h. The reaction mixture was concentrated and the residue was partitioned between saturated sodium bicarbonate solution and ethyl acetate. The separated organic layer was washed with water, brine solution, dried over anhydrous sodium sulfate, filtered and concentrated in vacuo to give the crude product. Purification by co... Starting materials: ClC(Cl)(OC(OC(Cl)(Cl)Cl)=O)Cl (triphosgene), COC=1C=C2C(=CC=NC2=CC1OC)OC1=CC(=C(N)C=C1)F (4-[(6,7-Dimethoxy-4-quinolyl)oxy]-2-fluoroaniline), N1=CC=CC=C1 (pyridine), Cl.NC=1SC(=C(N1)C)C (2-amino-4,5-dimethylthiazole hydrochloride). Solvent: C(Cl)(Cl)Cl (chloroform), O (water), C(Cl)(Cl)Cl (chloroform). Run at time 10 minute. Product: COC=1C=C2C(=CC=NC2=CC1OC)OC1=CC(=C(C=C1)NC(=O)NC=1SC(=C(N1)C)C)F (N-{4-[(6,7-Dimethoxy-4-quinolyl)oxy]-2-fluorophenyl}-N′-(4,5-dimethyl-1,3-thiazol-2-yl)urea). The yield is 40.8%. As a reaction SMILES: [CH3:1][O:2][C:3]1[CH:4]=[C:5]2[C:10](=[CH:11][C:12]=1[O:13][CH3:14])[N:9]=[CH:8][CH:7]=[C:6]2[O:15][C:16]1[CH:22]=[CH:21][C:19]([NH2:20])=[C:18]([F:23])[CH:17]=1.N1C=CC=CC=1.ClC(Cl)(O[C:34](=[O:40])OC(Cl)(Cl)Cl)Cl.Cl.[NH2:43][C:44]1[S:45][C:46]([CH3:50])=[C:47]([CH3:49])[N:48]=1>C(Cl)(Cl)Cl.O>[CH3:1][O:2][C:3]1[CH:4]=[C:5]2[C:10](=[CH:11][C:12]=1[O:13][CH3:14])[N:9]=[CH:8][CH:7]=[C:6]2[O:15][C:16]1[CH:22]=[CH:21][C:19]([NH:20][C:34]([NH:43][C:44]2[S:45][C:46]([CH3:50])=[C:47]([CH3:49])[N:48]=2)=[O:40])=[C:18]([F:23])[CH:17]=1 |f:3.4|. Procedure: 4-[(6,7-Dimethoxy-4-quinolyl)oxy]-2-fluoroaniline (95 mg) was dissolved in chloroform (3 ml) and pyridine (0.2 ml) to prepare a solution. A solution of triphosgene (45 mg) in chloroform was then added to the solution, and the mixture was stirred at room temperature for 10 min. Next, 2-amino-4,5-dimethylthiazole hydrochloride (54 mg) was added thereto, and the mixture was further stirred at room temperature overnight. Iced water was added to the reaction solution, and the mixture was extracted wi... The reactants are Brc1ccc2[nH]ccc2c1, O=C([O-])[O-], [Cu]Br, Ic1ccccc1, [K+], [K+]. The product is Brc1ccc2c(ccn2-c2ccccc2)c1. As a reaction SMILES: [Br:1][c:2]1[cH:3][c:4]2[cH:5][cH:6][nH:7][c:8]2[cH:9][cH:10]1.[C:11](=[O:12])([O-:13])[O-:14].[Cu:24][Br:25].[I:17][c:18]1[cH:19][cH:20][cH:21][cH:22][cH:23]1.[K+:15].[K+:16]>>[Br:1][c:2]1[cH:3][c:4]2[cH:5][cH:6][n:7](-[c:18]3[cH:19][cH:20][cH:21][cH:22][cH:23]3)[c:8]2[cH:9][cH:10]1. The reactants are O=C(O)c1cc(I)ccc1Br, O=C(Cl)C(=O)Cl, ClCCl, CN(C)C=O. Yields the product O=C(Cl)c1cc(I)ccc1Br. As a reaction SMILES: [Br:1][c:2]1[c:3]([C:4](=[O:5])[OH:6])[cH:7][c:8]([I:11])[cH:9][cH:10]1.[C:12]([Cl:13])(=[O:14])[C:16]([Cl:15])=[O:17].[Cl:23][CH2:24][Cl:25].[O:18]=[CH:19][N:20]([CH3:21])[CH3:22]>>[Br:1][c:2]1[c:3]([C:4](=[O:5])[Cl:15])[cH:7][c:8]([I:11])[cH:9][cH:10]1.